Task: describe an organic reaction: reactants, conditions, products, and yield. Dataset: the Open Reaction Database (ORD), a public repository of structured organic reaction records Reactants: C(C)OCC(=O)Cl (ethoxyacetyl chloride), COCCC(=O)Cl (methoxypropionyl chloride), C(C)(C)N=C=O (Isopropyl isocyanate), C(C1=CC=CC=C1)OC=1C=C(N)C=CC1 (3-benzyloxyaniline), C(C1=CC=CC=C1)OC1=CC=C(N)C=C1 (4-benzyloxyaniline), COCCC=1N(C2=C(C=NC=3C=C(C=CC23)O)N1)CCC (2-(2-Methoxyethyl)-1-propyl-1H-imidazo[4,5-c]quinolin-7-ol). Reagents/catalysts: CN(C1=CC=NC=C1)C (4-(dimethylamino)pyridine), C(CCCCCCCCCCC)(=O)[O-].C(CCCCCCCCCCC)(=O)[O-].C(CCC)[Sn+2]CCCC (Di-butyltin dilaurate). The solvent is O1CCCC1 (tetrahydrofuran). Reaction conditions: temperature 7 celsius, time 24 hour. Yields the product [OH-].[NH4+] (ammonium hydroxide), C(C)(C)NC(OC=1C=CC=2C3=C(C=NC2C1)N=C(N3CCC)CCOC)=O (2-(2-methoxyethyl)-1-propyl-1H-imidazo[4,5-c]quinolin-7-yl isopropylcarbamate). As a reaction SMILES: C([O:8]C1C=C(C=CC=1)[NH2:12])C1C=CC=CC=1.C(OC1C=CC(N)=CC=1)C1C=CC=CC=1.COCCC(Cl)=O.C(OCC(Cl)=O)C.[CH3:45][O:46][CH2:47][CH2:48][C:49]1[N:50]([CH2:63][CH2:64][CH3:65])[C:51]2[C:60]3[CH:59]=[CH:58][C:57]([OH:61])=[CH:56][C:55]=3[N:54]=[CH:53][C:52]=2[N:62]=1.[CH:66]([N:69]=[C:70]=[O:71])([CH3:68])[CH3:67]>CN(C)C1C=CN=CC=1.C([O-])(=O)CCCCCCCCCCC.C([O-])(=O)CCCCCCCCCCC.C([Sn+2]CCCC)CCC.O1CCCC1>[OH-:8].[NH4+:12].[CH:66]([NH:69][C:70](=[O:71])[O:61][C:57]1[CH:58]=[CH:59][C:60]2[C:51]3[N:50]([CH2:63][CH2:64][CH3:65])[C:49]([CH2:48][CH2:47][O:46][CH3:45])=[N:62][C:52]=3[CH:53]=[N:54][C:55]=2[CH:56]=1)([CH3:68])[CH3:67] |f:7.8.9,11.12|. Procedure details: The methods described in Parts A-I of Example 2 were followed using 3-benzyloxyaniline in lieu of 4-benzyloxyaniline and methoxypropionyl chloride in lieu of ethoxyacetyl chloride. 2-(2-Methoxyethyl)-1-propyl-1H-imidazo[4,5-c]quinolin-7-ol (2.0 g, 7.0 mmol), 4-(dimethylamino)pyridine (0.085 g, 0.70 mmol), and tetrahydrofuran (70 mL) were combined, and the mixture was cooled to 7° C. with an ice/water bath. Isopropyl isocyanate (0.689 mL, 7.01 mmol) was added dropwise to the mixture. After 20 min... Starting materials: S(=O)(Cl)Cl (Thionyl chloride), CC(CCCCCC)OC1=CC=C(C(=O)O)C=C1 (p-(1-methyl-heptyloxy)benzoic acid). Yields the product CC(CCCCCC)OC1=CC=C(C(=O)Cl)C=C1 (p-(1-methyl-heptyloxy)benzoic acid chloride). The yield is 93.0%. Reaction SMILES: S(Cl)([Cl:3])=O.[CH3:5][CH:6]([O:13][C:14]1[CH:22]=[CH:21][C:17]([C:18](O)=[O:19])=[CH:16][CH:15]=1)[CH2:7][CH2:8][CH2:9][CH2:10][CH2:11][CH3:12]>>[CH3:5][CH:6]([O:13][C:14]1[CH:22]=[CH:21][C:17]([C:18]([Cl:3])=[O:19])=[CH:16][CH:15]=1)[CH2:7][CH2:8][CH2:9][CH2:10][CH2:11][CH3:12]. Procedure: Thionyl chloride (51.2 g, 0.43 mol) was added to optically active p-(1-methyl-heptyloxy)benzoic acid (90.0 g, 0.36 mol), followed by refluxing the mixture for about 2 hours, thereafter completely removing excess thionyl chloride by distillation under reduced pressure to obtain optically active p-(1-methyl-heptyloxy)benzoic acid chloride (90.0 g). Reactants: [N+](=O)([O-])C1=CC=C(C=N1)CC(=O)OCC (ethyl (6-nitropyridin-3-yl)acetate). The reagents and catalysts are [Pd] (Pd/C). Solvent: CO (MeOH). Reaction conditions: time 2 hour. Product: NC1=CC=C(C=N1)CC(=O)OCC (ethyl (6-aminopyridin-3-yl)acetate). Reaction SMILES: [N+:1]([C:4]1[N:9]=[CH:8][C:7]([CH2:10][C:11]([O:13][CH2:14][CH3:15])=[O:12])=[CH:6][CH:5]=1)([O-])=O>CO.[Pd]>[NH2:1][C:4]1[N:9]=[CH:8][C:7]([CH2:10][C:11]([O:13][CH2:14][CH3:15])=[O:12])=[CH:6][CH:5]=1. Procedure: A mixture of ethyl (6-nitropyridin-3-yl)acetate (0.9 g, 4.28 mmol), Pd/C (10%, 0.1 g) in MeOH (50 mL) was stirred for 2 hours under H2 atmosphere at room temperature. The mixture was filtered and concentrated to give ethyl (6-aminopyridin-3-yl)acetate. Reactants: COc1cc(OC)nc(S(C)(=O)=O)n1, CCCCCC, CN(C)P(=O)(N(C)C)N(C)C, CC(C)NC(C)C, CCOC(=O)CF, [Li]CCCC, C1CCOC1. Yields the product CCOC(=O)C(F)c1nc(OC)cc(OC)n1. RXN SMILES: [CH3:20][O:21][c:22]1[n:23][c:24]([S:30]([CH3:31])(=[O:32])=[O:33])[n:25][c:26]([O:28][CH3:29])[cH:27]1.[CH3:34][CH2:35][CH2:36][CH2:37][CH2:38][CH3:39].[CH3:45][N:46]([CH3:47])[P:48](=[O:49])([N:50]([CH3:51])[CH3:52])[N:53]([CH3:54])[CH3:55].[CH:6]([NH:7][CH:8]([CH3:9])[CH3:10])([CH3:11])[CH3:12].[F:13][CH2:14][C:15](=[O:16])[O:17][CH2:18][CH3:19].[Li:1][CH2:2][CH2:3][CH2:4][CH3:5].[O:40]1[CH2:41][CH2:42][CH2:43][CH2:44]1>>[F:13][CH:14]([C:15](=[O:16])[O:17][CH2:18][CH3:19])[c:24]1[n:23][c:22]([O:21][CH3:20])[cH:27][c:26]([O:28][CH3:29])[n:25]1. Reactants: CC(C)(C)[Si](C)(C)OCC1CC(c2ccc(-c3ccc(N4CC(Cn5ccnn5)OC4=O)cc3)cc2)=NO1, C1CCOC1, CCOC(C)=O, O. Product: O=C1OC(Cn2ccnn2)CN1c1ccc(-c2ccc(C3=NOC(CO)C3)cc2)cc1. Reaction SMILES: [C:1]([Si:2]([CH3:3])([CH3:4])[O:6][CH2:7][CH:8]1[CH2:9][C:10]([c:13]2[cH:14][cH:15][c:16](-[c:19]3[cH:20][cH:21][c:22]([N:25]4[C:26](=[O:36])[O:27][CH:28]([CH2:30][n:31]5[n:32][n:33][cH:34][cH:35]5)[CH2:29]4)[cH:23][cH:24]3)[cH:17][cH:18]2)=[N:11][O:12]1)([CH3:5])([CH3:37])[CH3:38].[CH2:40]1[O:41][CH2:42][CH2:43][CH2:44]1.[CH3:45][CH2:46][O:47][C:48](=[O:49])[CH3:50].[OH2:39]>>[OH:6][CH2:7][CH:8]1[CH2:9][C:10]([c:13]2[cH:14][cH:15][c:16](-[c:19]3[cH:20][cH:21][c:22]([N:25]4[C:26](=[O:36])[O:27][CH:28]([CH2:30][n:31]5[n:32][n:33][cH:34][cH:35]5)[CH2:29]4)[cH:23][cH:24]3)[cH:17][cH:18]2)=[N:11][O:12]1.